Dataset: the Open Reaction Database (ORD), a public repository of structured organic reaction records. Task: describe an organic reaction: reactants, conditions, products, and yield The reactants are [Li]CCCC, COP(C)(=O)OC, CCCCCC, CC(=O)O, C1CCOC1, O=[PH]([O-])[O-], COC(=O)Cc1ccccc1. Product: COP(=O)(CC(=O)Cc1ccccc1)OC. As a reaction SMILES: [CH2:12]([Li:13])[CH2:14][CH2:15][CH3:16].[CH3:1][P:2]([O:3][CH3:4])([O:5][CH3:6])=[O:7].[CH3:33][CH2:34][CH2:35][CH2:36][CH2:37][CH3:38].[CH3:39][C:40](=[O:41])[OH:42].[O:28]1[CH2:29][CH2:30][CH2:31][CH2:32]1.[PH:8](=[O:9])([O-:10])[O-:11].[c:17]1([CH2:23][C:24](=[O:25])[O:26][CH3:27])[cH:18][cH:19][cH:20][cH:21][cH:22]1>>[CH2:1]([P:2]([O:3][CH3:4])([O:5][CH3:6])=[O:7])[C:24]([CH2:23][c:17]1[cH:18][cH:19][cH:20][cH:21][cH:22]1)=[O:25]. Reactants: CC1(N2C([C@H]([C@H]2CCO1)N=[N+]=[N-])=O)C (trans-2,2-dimethyl-7-azido-1-aza-3-oxabicyclo[4.2.0]octan-8-one), CC(=O)C.OS(=O)(=O)O.O=[Cr](=O)=O (Jones reagent), C(C)(C)O (isopropyl alcohol). Run in CC(=O)C (acetone). The product is N(=[N+]=[N-])[C@@H]1C(N[C@H]1CC(=O)OC)=O (trans-3-azido-4-methoxycarbonylmethyl-2-oxoazetidine). Reaction SMILES: C[C:2]1(C)[O:9][CH2:8][CH2:7][C@H:6]2[N:3]1[C:4](=[O:13])[C@H:5]2[N:10]=[N+:11]=[N-:12].CC(C)=[O:17].OS(O)(=O)=O.O=[Cr](=O)=O.C(O)(C)C>CC(C)=O>[N:10]([C@H:5]1[C@H:6]([CH2:7][C:8]([O:9][CH3:2])=[O:17])[NH:3][C:4]1=[O:13])=[N+:11]=[N-:12] |f:1.2.3|. Reported procedure: In 30 ml of acetone is dissolved 330 mg of trans-2,2-dimethyl-7-azido-1-aza-3-oxabicyclo[4.2.0]octan-8-one and under ice-cooling and stirring, 3.3 ml (8N solution) of Jones reagent is added. The mixture is stirred for 2.5 hours, after which 5 ml of isopropyl alcohol is added and the mixture is further stirred for 10 minutes. The insolubles are filtered off with the aid of Celite and the filtrate is concentrated under reduced pressure. The residue is shaken with tetrahydrofuran and a small amount...